Dataset: the Open Reaction Database (ORD), a public repository of structured organic reaction records. Task: describe an organic reaction: reactants, conditions, products, and yield The reactants are FC1=C(C=CC=C1)SC1=C(C=O)C=C(C=C1)C(F)(F)F (2-(2-fluorophenylthio)-5-trifluoromethylbenzaldehyde), [Cl-].[NH4+] (ammonium chloride), ClC1CCN(CC1)C (4-chloro-1-methylpiperidine), [Mg] (magnesium). Solvent: O1CCCC1 (tetrahydrofuran), O1CCCC1 (tetrahydrofuran). The product is Grignard reagent, CN1CCC(CC1)C(C1=C(C=CC(=C1)C(F)(F)F)SC1=C(C=CC=C1)F)O (α-(1-methyl-4-piperidyl)-2-(2-fluorophenylthio)-5-trifluoromethylbenzyl alcohol). Isolated yield 100.2%. Reaction SMILES: Cl[CH:2]1[CH2:7][CH2:6][N:5]([CH3:8])[CH2:4][CH2:3]1.[Mg].[F:10][C:11]1[CH:16]=[CH:15][CH:14]=[CH:13][C:12]=1[S:17][C:18]1[CH:25]=[CH:24][C:23]([C:26]([F:29])([F:28])[F:27])=[CH:22][C:19]=1[CH:20]=[O:21].[Cl-].[NH4+]>O1CCCC1>[CH3:8][N:5]1[CH2:6][CH2:7][CH:2]([CH:20]([OH:21])[C:19]2[CH:22]=[C:23]([C:26]([F:27])([F:28])[F:29])[CH:24]=[CH:25][C:18]=2[S:17][C:12]2[CH:13]=[CH:14][CH:15]=[CH:16][C:11]=2[F:10])[CH2:3][CH2:4]1 |f:3.4|. Reported procedure: A solution of the Grignard reagent is prepared by a reaction of 12.0 g 4-chloro-1-methylpiperidine with 2.3 g of magnesium in 70 ml of tetrahydrofuran and is treated for 10 minutes with a solution of 17.4 g 2-(2-fluorophenylthio)-5-trifluoromethylbenzaldehyde in 40 ml of tetrahydrofuran added dropwise. The mixture is refluxed for 4 hours and after cooling, decomposed with a 20% ammonium chloride solution and extracted with benzene. The extract is dried with potassium carbonate and evaporated. Th... The reactants are solution, C(CCC)[Li] (n-butyllithium), CC(=O)C.C(=O)=O (acetone cardice), ClC1=C(C=CC=C1Cl)C1C(=C(NC(=C1C(=O)OC)C)COCC#C)C(=O)OCC (1-{[4-(2,3-dichlorophenyl)-3-ethoxycarbonyl-5-methoxycarbonyl-6-methyl-1,4-dihydropyrid-2-yl]methoxy}prop-2-yne). Solvent: CCCCCC (hexane), O1CCCC1 (tetrahydrofuran). Product: ClC1=C(C=CC=C1Cl)C1C(=C(NC(=C1C(=O)OC)C)COCC#CC(=O)O)C(=O)OCC (4-{[4-(2,3-Dichlorophenyl)-3-ethoxycarbonyl-5-methoxycarbonyl-6-methyl-1,4-dihydropyrid-2-yl]methoxy}-2-butynoic acid). As a reaction SMILES: C([Li])CCC.CC(C)=O.[C:10](=[O:12])=[O:11].[Cl:13][C:14]1[C:19]([Cl:20])=[CH:18][CH:17]=[CH:16][C:15]=1[CH:21]1[C:26]([C:27]([O:29][CH3:30])=[O:28])=[C:25]([CH3:31])[NH:24][C:23]([CH2:32][O:33][CH2:34][C:35]#[CH:36])=[C:22]1[C:37]([O:39][CH2:40][CH3:41])=[O:38]>CCCCCC.O1CCCC1>[Cl:13][C:14]1[C:19]([Cl:20])=[CH:18][CH:17]=[CH:16][C:15]=1[CH:21]1[C:26]([C:27]([O:29][CH3:30])=[O:28])=[C:25]([CH3:31])[NH:24][C:23]([CH2:32][O:33][CH2:34][C:35]#[C:36][C:10]([OH:12])=[O:11])=[C:22]1[C:37]([O:39][CH2:40][CH3:41])=[O:38] |f:1.2|. Procedure: A 1.6M solution of n-butyllithium in hexane (36 ml) was added dropwise over 40 minutes to a stirred, cooled (acetone/cardice bath) solution of 1-{[4-(2,3-dichlorophenyl)-3-ethoxycarbonyl-5-methoxycarbonyl-6-methyl-1,4-dihydropyrid-2-yl]methoxy}prop-2-yne (11.0 g) in tetrahydrofuran (110 ml) and the mixture allowed to warm to -40° over one hour. The mixture was then cooled to -60° and carbon dioxide bubbled through the stirred solution at that temperature for one hour. Carbon dioxide was then bub... The reactants are [Li]CCCC, CCCCCC, CC(C)NC(C)C, Fc1ccccn1, Cc1ccc(S(=O)(=O)OC2CN(C(=O)OC(C)(C)C)C(=O)C2(F)F)cc1, C1CCOC1, O. Product: Cc1ccc(S(=O)(=O)OC2CN=C(c3cccnc3F)C2(F)F)cc1. As a reaction SMILES: [CH2:14]([Li:15])[CH2:16][CH2:17][CH3:18].[CH3:8][CH2:9][CH2:10][CH2:11][CH2:12][CH3:13].[CH:1]([NH:2][CH:3]([CH3:4])[CH3:5])([CH3:6])[CH3:7].[F:19][c:20]1[n:21][cH:22][cH:23][cH:24][cH:25]1.[F:26][C:27]1([F:51])[C:28](=[O:50])[N:29]([C:43]([O:44][C:45]([CH3:46])([CH3:47])[CH3:48])=[O:49])[CH2:30][CH:31]1[O:32][S:33](=[O:34])(=[O:35])[c:36]1[cH:37][cH:38][c:39]([CH3:42])[cH:40][cH:41]1.[O:52]1[CH2:53][CH2:54][CH2:55][CH2:56]1.[OH2:57]>>[F:19][c:20]1[n:21][cH:22][cH:23][cH:24][c:25]1[C:28]1=[N:29][CH2:30][CH:31]([O:32][S:33](=[O:34])(=[O:35])[c:36]2[cH:37][cH:38][c:39]([CH3:42])[cH:40][cH:41]2)[C:27]1([F:26])[F:51]. Reaction SMILES: Cl[C:2]1[N:7]([CH2:8][C:9]2[CH:14]=[CH:13][C:12]([C:15]3[CH:20]=[CH:19][CH:18]=[CH:17][C:16]=3[C:21]3[N:25](C(C4C=CC=CC=4)(C4C=CC=CC=4)C4C=CC=CC=4)[N:24]=[N:23][N:22]=3)=[CH:11][CH:10]=2)[C:6](=[O:45])[N:5]([CH2:46][CH2:47][CH3:48])[C:4](=[O:49])[CH:3]=1.[CH2:50]([SH:57])[C:51]1[CH:56]=[CH:55][CH:54]=[CH:53][CH:52]=1.C(=O)([O-])[O-].[K+].[K+]>C(#N)C>[CH2:50]([S:57][C:2]1[N:7]([CH2:8][C:9]2[CH:10]=[CH:11][C:12]([C:15]3[CH:20]=[CH:19][CH:18]=[CH:17][C:16]=3[C:21]3[NH:22][N:23]=[N:24][N:25]=3)=[CH:13][CH:14]=2)[C:6](=[O:45])[N:5]([CH2:46][CH2:47][CH3:48])[C:4](=[O:49])[CH:3]=1)[C:51]1[CH:56]=[CH:55][CH:54]=[CH:53][CH:52]=1 |f:2.3.4|. Reported procedure: A mixture of 6-chloro-3-propyl-1-[[2'-(N-trityltetrazol-5-yl)biphenyl-4-yl]methyl]pyrimidine-2,4(1H,3H)-dione (0.5 g), benzylmercaptan (0.11 ml) and potassium carbonate (0.13 g) in acetonitrile (10 ml) was heated under reflux for 4 hours with stirring. The reaction mixture was allowed to cool and the precipitate was removed by filtration. The filtrate was concentrated to dryness. The resulting residue was dissolved in methanol (15 ml) and then 1N hydrochloric acid (1.5 ml) was added to the solut... Yields the product C(C1=CC=CC=C1)SC1=CC(N(C(N1CC1=CC=C(C=C1)C1=C(C=CC=C1)C1=NN=NN1)=O)CCC)=O (6-Benzylthio-3-propyl-1-[[2'-(1H-tetrazol-5-yl)biphenyl-4-yl]methyl]pyrimidine-2,4(1H,3H)-dione). The yield is 67.0%. Reactants: ClC1=CC(N(C(N1CC1=CC=C(C=C1)C1=C(C=CC=C1)C1=NN=NN1C(C1=CC=CC=C1)(C1=CC=CC=C1)C1=CC=CC=C1)=O)CCC)=O (6-chloro-3-propyl-1-[[2'-(N-trityltetrazol-5-yl)biphenyl-4-yl]methyl]pyrimidine-2,4(1H,3H)-dione), C(C1=CC=CC=C1)S (benzylmercaptan), C([O-])([O-])=O.[K+].[K+] (potassium carbonate). Solvent: C(C)#N (acetonitrile). Starting materials: C(C1=CC=CC=C1)C=1C=C(C=CC1F)C1OCCO1 (2-(3-benzyl-4-fluorophenyl)-1,3-dioxolane), O (water). Reagents/catalysts: S(O)(O)(=O)=O (sulphuric acid). Solvent: C(C)OCC (diethyl ether). Run at time 16 hour. Yields the product C(C1=CC=CC=C1)C=1C=C(C=O)C=CC1F (3-benzyl-4-fluorobenzaldehyde). Reaction SMILES: [CH2:1]([C:8]1[CH:9]=[C:10]([CH:15]2OCC[O:16]2)[CH:11]=[CH:12][C:13]=1[F:14])[C:2]1[CH:7]=[CH:6][CH:5]=[CH:4][CH:3]=1.O>S(=O)(=O)(O)O.C(OCC)C>[CH2:1]([C:8]1[CH:9]=[C:10]([CH:11]=[CH:12][C:13]=1[F:14])[CH:15]=[O:16])[C:2]1[CH:3]=[CH:4][CH:5]=[CH:6][CH:7]=1. Procedure details: A mixture of 2-(3-benzyl-4-fluorophenyl)-1,3-dioxolane (0.7 g) acetone (10 cm3), water (1 cm3) and concentrated sulphuric acid (5 drops) was stirred for 16 hours. The reaction mixture was poured into diethyl ether and the organic layer washed with sodium bicarbonate solution, water and brine, then dried over anhydrous magnesium sulphate. Evaporation of the solvents under reduced pressure gave 3-benzyl-4-fluorobenzaldehdye (0.59 g), which was used without further purification. The reactants are CC(C)(C)Nc1nc(NCc2ccccc2)c(C#N)cc1F, CC(=O)O, CCO, [Pd]. The product is CC(C)(C)Nc1nc(N)c(C#N)cc1F. RXN SMILES: [CH2:1]([c:2]1[cH:3][cH:4][cH:5][cH:6][cH:7]1)[NH:8][c:9]1[n:10][c:11]([NH:18][C:19]([CH3:20])([CH3:21])[CH3:22])[c:12]([F:17])[cH:13][c:14]1[C:15]#[N:16].[CH3:23][C:24](=[O:25])[OH:26].[CH3:28][CH2:29][OH:30].[Pd:27]>>[NH2:8][c:9]1[n:10][c:11]([NH:18][C:19]([CH3:20])([CH3:21])[CH3:22])[c:12]([F:17])[cH:13][c:14]1[C:15]#[N:16]. The reactants are ClC=1C=C(C(=O)N(CCC(NC)=O)C(C)C)C=C(C1)OC (3-chloro-N-isopropyl-5-methoxy-N-(2-methylcarbamoyl-ethyl)-benzamide), [N-]=[N+]=[N-].[Na+] (sodium azide), FC(S(=O)(=O)OS(=O)(=O)C(F)(F)F)(F)F (Trifluoromethanesulphonic anhydride). Solvent: ClCCl (dichloromethane). Conditions: temperature 0 celsius, time 18 hour. Yields the product ClC=1C=C(C(=O)N(CCC2=NN=NN2C)C(C)C)C=C(C1)OC (3-Chloro-N-isopropyl-5-methoxy-N-[2-(1-methyl-1H-tetrazol-5-yl)ethyl]-benzamide). Isolated yield 35.9%. Reaction SMILES: [Cl:1][C:2]1[CH:3]=[C:4]([CH:17]=[C:18]([O:20][CH3:21])[CH:19]=1)[C:5]([N:7]([CH:14]([CH3:16])[CH3:15])[CH2:8][CH2:9][C:10](=O)[NH:11][CH3:12])=[O:6].[N-:22]=[N+:23]=[N-:24].[Na+].FC(F)(F)S(OS(C(F)(F)F)(=O)=O)(=O)=O>ClCCl>[Cl:1][C:2]1[CH:3]=[C:4]([CH:17]=[C:18]([O:20][CH3:21])[CH:19]=1)[C:5]([N:7]([CH:14]([CH3:16])[CH3:15])[CH2:8][CH2:9][C:10]1[N:11]([CH3:12])[N:24]=[N:23][N:22]=1)=[O:6] |f:1.2|. Reported procedure: To a stirred solution of 3-chloro-N-isopropyl-5-methoxy-N-(2-methylcarbamoyl-ethyl)-benzamide (0.312 g) in anhydrous dichloromethane (5.0 ml) was added sodium azide (0.065 g) and the mixture cooled to 0° C. Trifluoromethanesulphonic anhydride (0.200 ml) was added and the reaction stirred at room temperature for 18 h. The reaction mixture was partitioned between ethyl acetate and water. The aqueous layer was removed and the organic layer dried with brine and over sodium sulphate and concentrated ...